Dataset: the Open Reaction Database (ORD), a public repository of structured organic reaction records. Task: describe an organic reaction: reactants, conditions, products, and yield Starting materials: O=C(n1ccnc1)n1ccnc1, CC(C)(C)OC(=O)N1CCC(F)(C(=O)O)CC1, CNOC, CCOC(C)=O, ClCCl, Cl, O. Yields the product CON(C)C(=O)C1(F)CCN(C(=O)OC(C)(C)C)CC1. As a reaction SMILES: [C:18]([n:19]1[cH:20][cH:21][n:22][cH:23]1)([n:24]1[cH:25][cH:26][n:27][cH:28]1)=[O:29].[C:1]([CH3:2])([CH3:3])([CH3:4])[O:5][C:6](=[O:7])[N:8]1[CH2:9][CH2:10][C:11]([C:14](=[O:15])[OH:16])([F:17])[CH2:12][CH2:13]1.[CH3:31][NH:32][O:33][CH3:34].[CH3:39][CH2:40][O:41][C:42](=[O:43])[CH3:44].[Cl:36][CH2:37][Cl:38].[ClH:30].[OH2:35]>>[C:1]([CH3:2])([CH3:3])([CH3:4])[O:5][C:6](=[O:7])[N:8]1[CH2:9][CH2:10][C:11]([C:14](=[O:16])[N:32]([CH3:31])[O:33][CH3:34])([F:17])[CH2:12][CH2:13]1.